Dataset: the Open Reaction Database (ORD), a public repository of structured organic reaction records. Task: describe an organic reaction: reactants, conditions, products, and yield Reactants: CC12CCC(C#N)=CC1=CCC1C2CCC2(C)C(C(=O)O)CCC12, COc1cc(OC)cc(C(C)(C)N)c1. Yields the product COc1cc(OC)cc(C(C)(C)NC(=O)C2CCC3C4CC=C5C=C(C#N)CCC5(C)C4CCC23C)c1. Reaction SMILES: [C:1](#[N:2])[C:3]1=[CH:4][C:5]2=[CH:6][CH2:7][CH:8]3[CH:9]4[CH2:10][CH2:11][CH:12]([C:22](=[O:23])[OH:24])[C:13]4([CH3:14])[CH2:15][CH2:16][CH:17]3[C:18]2([CH3:21])[CH2:19][CH2:20]1.[CH3:25][O:26][c:27]1[cH:28][c:29]([C:35]([CH3:36])([CH3:37])[NH2:38])[cH:30][c:31]([O:33][CH3:34])[cH:32]1>>[C:1](#[N:2])[C:3]1=[CH:4][C:5]2=[CH:6][CH2:7][CH:8]3[CH:9]4[CH2:10][CH2:11][CH:12]([C:22](=[O:23])[NH:38][C:35]([c:29]5[cH:28][c:27]([O:26][CH3:25])[cH:32][c:31]([O:33][CH3:34])[cH:30]5)([CH3:36])[CH3:37])[C:13]4([CH3:14])[CH2:15][CH2:16][CH:17]3[C:18]2([CH3:21])[CH2:19][CH2:20]1. Procedure details: 1,3,4-thiadiazole-2-carboximidamide hydrochloride (1.43 g, 8.69 mmol) was reacted with 2-bromo-4-fluorobenzaldehyde (1.76 g, 8.69 mmol) and ethyl 3-oxobutanoate (1.36 g, 10.5 mmol) according to the procedure as described in Example 1, Step A to give the title compound as a yellow solid (1.74 g, 47%). The compound was characterized by the following spectroscopic data: As a reaction SMILES: Cl.[S:2]1[CH:6]=[N:5][N:4]=[C:3]1[C:7](=[NH:9])[NH2:8].[Br:10][C:11]1[CH:18]=[C:17]([F:19])[CH:16]=[CH:15][C:12]=1[CH:13]=O.O=[C:21]([CH3:28])[CH2:22][C:23]([O:25][CH2:26][CH3:27])=[O:24]>>[Br:10][C:11]1[CH:18]=[C:17]([F:19])[CH:16]=[CH:15][C:12]=1[CH:13]1[C:22]([C:23]([O:25][CH2:26][CH3:27])=[O:24])=[C:21]([CH3:28])[NH:8][C:7]([C:3]2[S:2][CH:6]=[N:5][N:4]=2)=[N:9]1 |f:0.1|. Product: BrC1=C(C=CC(=C1)F)C1N=C(NC(=C1C(=O)OCC)C)C=1SC=NN1 (Ethyl 4-(2-bromo-4-fluorophenyl)-6-methyl-2-(1,3,4-thiadiazol-2-yl)-1,4-dihydropyrimidine-5-carboxylate). The yield is 47.1%. Starting materials: Cl.S1C(=NN=C1)C(N)=N (1,3,4-thiadiazole-2-carboximidamide hydrochloride), BrC1=C(C=O)C=CC(=C1)F (2-bromo-4-fluorobenzaldehyde), O=C(CC(=O)OCC)C (ethyl 3-oxobutanoate). The reactants are P(Cl)(Cl)Cl (phosphorus trichloride), NC1=C(CCCC1)C(=O)OCC (ethyl 2-aminocyclohex-1-enecarboxylate), N1=C(C=CC2=CC=CC=C12)N1CCN(CC1)C(CCCC(=O)O)C (5-(4-quinoline-2-ylpiperazin-1-yl)hexanoic acid). Run in N1=CC=CC=C1 (pyridine). Conditions: time 15 minute. Yields the product N1=C(C=CC2=CC=CC=C12)N1CCN(CC1)C(CCCC(=O)NC1=C(CCCC1)C(=O)OCC)C (ethyl 2-[5-(4-quinolin-2-ylpiperazin-1-yl)hexanoylamino]cyclohex-1-enecarboxylate). The yield is 38.1%. RXN SMILES: [NH2:1][C:2]1[CH2:7][CH2:6][CH2:5][CH2:4][C:3]=1[C:8]([O:10][CH2:11][CH3:12])=[O:9].P(Cl)(Cl)Cl.[N:17]1[C:26]2[C:21](=[CH:22][CH:23]=[CH:24][CH:25]=2)[CH:20]=[CH:19][C:18]=1[N:27]1[CH2:32][CH2:31][N:30]([CH:33]([CH3:40])[CH2:34][CH2:35][CH2:36][C:37](O)=[O:38])[CH2:29][CH2:28]1>N1C=CC=CC=1>[N:17]1[C:26]2[C:21](=[CH:22][CH:23]=[CH:24][CH:25]=2)[CH:20]=[CH:19][C:18]=1[N:27]1[CH2:28][CH2:29][N:30]([CH:33]([CH3:40])[CH2:34][CH2:35][CH2:36][C:37]([NH:1][C:2]2[CH2:7][CH2:6][CH2:5][CH2:4][C:3]=2[C:8]([O:10][CH2:11][CH3:12])=[O:9])=[O:38])[CH2:31][CH2:32]1. Procedure details: To a solution of 170 mg of ethyl 2-aminocyclohex-1-enecarboxylate as synthesized in Step 7-1-B in 5 ml of pyridine, 70 mg of phosphorus trichloride was added under cooling with ice, followed by 15 minutes' stirring. Raising the temperature to room temperature, 327 mg of 5-(4-quinoline-2-ylpiperazin-1-yl)hexanoic acid as synthesized in above Step 7-14-C was added to the solution and stirred for 3 hours. Distilling the pyridine off under reduced pressure, the residue was extracted with ethyl aceta... Starting materials: C(C)(=O)OCC (ethyl acetate), OC1=C(C=C2C(=C(N(C(C2=C1)=O)N1CCOCC1)C(=O)OC)C1=CC(=C(C(=C1)OC)OC)OC)OC (7-hydroxy-6-methoxy-3-methoxycarbonyl-2-morpholino-4-(3,4,5-trimethoxyphenyl)-1(2H)-isoquinolinone), Cl.N1=C(C=CC=C1)CCl (2-picolyl chloride hydrochloride), C([O-])([O-])=O.[K+].[K+] (potassium carbonate). The solvent is O (water), CN(C=O)C (dimethylformamide). Conditions: temperature 50 celsius, time 8 hour. The product is Cl.COC=1C=C2C(=C(N(C(C2=CC1OCC1=NC=CC=C1)=O)N1CCOCC1)C(=O)OC)C1=CC(=C(C(=C1)OC)OC)OC (6-methoxy-3-methoxycarbonyl-2-morpholino-7-(2-pyridylmethyloxy)-4-(3,4,5-trimethoxyphenyl)-1(2H)-isoquinolinone hydrochloride). Isolated yield 74.1%. RXN SMILES: [OH:1][C:2]1[CH:11]=[C:10]2[C:5]([C:6]([C:23]3[CH:28]=[C:27]([O:29][CH3:30])[C:26]([O:31][CH3:32])=[C:25]([O:33][CH3:34])[CH:24]=3)=[C:7]([C:19]([O:21][CH3:22])=[O:20])[N:8]([N:13]3[CH2:18][CH2:17][O:16][CH2:15][CH2:14]3)[C:9]2=[O:12])=[CH:4][C:3]=1[O:35][CH3:36].Cl.[N:38]1[CH:43]=[CH:42][CH:41]=[CH:40][C:39]=1[CH2:44][Cl:45].C(=O)([O-])[O-].[K+].[K+].C(OCC)(=O)C>CN(C)C=O.O>[ClH:45].[CH3:36][O:35][C:3]1[CH:4]=[C:5]2[C:10](=[CH:11][C:2]=1[O:1][CH2:44][C:39]1[CH:40]=[CH:41][CH:42]=[CH:43][N:38]=1)[C:9](=[O:12])[N:8]([N:13]1[CH2:14][CH2:15][O:16][CH2:17][CH2:18]1)[C:7]([C:19]([O:21][CH3:22])=[O:20])=[C:6]2[C:23]1[CH:28]=[C:27]([O:29][CH3:30])[C:26]([O:31][CH3:32])=[C:25]([O:33][CH3:34])[CH:24]=1 |f:1.2,3.4.5,9.10|. Reported procedure: To a solution of the compound obtained in Example 2 (300 mg) in dimethylformamide (3 ml) are added 2-picolyl chloride hydrochloride (118 mg) and potassium carbonate (182 mg), and the mixture is stirred at 50° C. overnight. To the mixture are added ethyl acetate and water. The ethyl acetate layer is separated, washed, dried, and concentrated under reduced pressure. The residue (chemical name; 6-methoxy-3-methoxycarbonyl-2-morpholino-7-(2-pyridylmethyloxy)-4-(3,4,5-trimethoxyphenyl-1(2H)-isoquinol... The reactants are N1=CN=CC(=C1)C=O (pyrimidine-5-carbaldehyde), ClC=1C=C(C=C(C1)Cl)NC1=NNC(=N1)N (N3-(3,5-dichlorophenyl)-1H-1,2,4-triazole-3,5-diamine), ClC1=C(C#N)C(=CC(=C1)N=C=S)Cl (2,6-dichloro-4-isothiocyanatobenzonitrile). Solvent: O (water). The product is ClC=1C=C(C=C(C1)Cl)NC1=NNC(=N1)NCC=1C=NC=NC1 (N*3*-(3,5-Dichloro-phenyl)-N*5*-pyrimidin-5-ylmethyl-1H-[1,2,4]triazole-3,5-diamine). The yield is 76.2%. As a reaction SMILES: [N:1]1[CH:6]=[C:5]([CH:7]=O)[CH:4]=[N:3][CH:2]=1.[Cl:9][C:10]1[CH:11]=[C:12]([NH:17][C:18]2[N:22]=[C:21]([NH2:23])[NH:20][N:19]=2)[CH:13]=[C:14]([Cl:16])[CH:15]=1.ClC1C=C(N=C=S)C=C(Cl)C=1C#N>O>[Cl:9][C:10]1[CH:11]=[C:12]([NH:17][C:18]2[N:22]=[C:21]([NH:23][CH2:7][C:5]3[CH:6]=[N:1][CH:2]=[N:3][CH:4]=3)[NH:20][N:19]=2)[CH:13]=[C:14]([Cl:16])[CH:15]=1. Procedure: A solution of pyrimidine-5-carbaldehyde (54 mg, 0.5 mmol) and N3-(3,5-dichlorophenyl)-1H-1,2,4-triazole-3,5-diamine Intermediate 2 (122 mg, 0.50 mmol) and picolineborane (54 mg, 0.5 mmol) was stirred at rt for 4 hours. The mixture was poured into water (20 mL) and extracted with EtOAc (3×10 mL). The extract was dried with sodium sulfate and the solvent was reduced to 2 mL. The remaining residue was loaded on a 25 g silica gel column and eluted with 5% MeOH in ethyl acetate to give 128 mg (76.2%)... The reactants are N1=CC=CC=C1 (pyridine), C(C)(C)(C)OC(=O)N1CCC(CC1)C(=O)O (piperidine-1,4-dicarboxylic acid 1-tert butyl ester), FC(C(=O)OC1=C(C(=C(C(=C1F)F)F)F)F)(F)F (pentafluorophenyl trifluoroacetate). The solvent is CC(OCC)=O (EA), C1CCOC1 (THF). Reaction conditions: time 3 hour. Yields the product CC(C)(C)OC(=O)N1CCC(CC1)C(=O)OC2=C(C(=C(C(=C2F)F)F)F)F (1-tert-Butyl 4-pentafluorophenyl piperidine-1,4-dicarboxylate). Reaction SMILES: [C:1]([O:5][C:6]([N:8]1[CH2:13][CH2:12][CH:11]([C:14]([OH:16])=[O:15])[CH2:10][CH2:9]1)=[O:7])([CH3:4])([CH3:3])[CH3:2].N1C=CC=CC=1.FC(F)(F)C(O[C:28]1[C:33]([F:34])=[C:32]([F:35])[C:31]([F:36])=[C:30]([F:37])[C:29]=1[F:38])=O>C1COCC1.CC(=O)OCC>[CH3:3][C:1]([O:5][C:6]([N:8]1[CH2:13][CH2:12][CH:11]([C:14]([O:16][C:28]2[C:29]([F:38])=[C:30]([F:37])[C:31]([F:36])=[C:32]([F:35])[C:33]=2[F:34])=[O:15])[CH2:10][CH2:9]1)=[O:7])([CH3:4])[CH3:2]. Procedure details: 100 g (436 mmol) of piperidine-1,4-dicarboxylic acid 1-tert butyl ester were dissolved in 1.3 l of anhydrous THF, 39 ml of anhydrous pyridine were added and 86 ml (500 mmol) of pentafluorophenyl trifluoroacetate were added dropwise with stirring and with ice-cooling in the course of 30 minutes, and the mixture was allowed to stand at room temperature for 3 h. The solvent was then stripped off in vacuo and the residue was taken up in about 2 l of EA, extracted twice each with 0.5 N HCl, saturated...